This data is from the Open Reaction Database (ORD), a public repository of structured organic reaction records. The task is: describe an organic reaction: reactants, conditions, products, and yield Starting materials: [C-]#N.[Na+] (NaCN), ClCCCCCCC1=CC=NC=C1 (4-(6-chlorohexyl)pyridine), O (water). Run in CS(=O)C (DMSO), CS(=O)C (DMSO). Reaction conditions: temperature 60 celsius, time 3 hour. Product: C(#N)CCCCCCC1=CC=NC=C1 (4-(6-cyanohexyl)-pyridine). RXN SMILES: [C-:1]#[N:2].[Na+].Cl[CH2:5][CH2:6][CH2:7][CH2:8][CH2:9][CH2:10][C:11]1[CH:16]=[CH:15][N:14]=[CH:13][CH:12]=1.O>CS(C)=O>[C:1]([CH2:5][CH2:6][CH2:7][CH2:8][CH2:9][CH2:10][C:11]1[CH:16]=[CH:15][N:14]=[CH:13][CH:12]=1)#[N:2] |f:0.1|. Reported procedure: NaCN (509 mg) in DMSO (4.25 ml) is added to 4-(6-chlorohexyl)pyridine (1.71 g) dissolved in DMSO (4.25 ml). The mixture is stirred at 60° C. for 3 hours, poured into water (100 ml) and extracted with chloroform (3×15 ml). The combined extracts are washed with water (2×20 ml), dried (Na2SO4) and the solvent evaporated to give 4-(6-cyanohexyl)-pyridine. Reactants: FC=1C=C(C#N)C=C(C1F)F (3,4,5-trifluorobenzonitrile), N(CCO)CCO (diethanolamine). The solvent is CN(C(C)=O)C (N,N-dimethylacetamide). The product is FC=1C=C(C#N)C=C(C1N(CCO)CCO)F (3,5-difluoro-4-[bis(2-hydroxyethyl)amino]benzonitrile). Reaction SMILES: [F:1][C:2]1[CH:3]=[C:4]([CH:7]=[C:8]([F:11])[C:9]=1F)[C:5]#[N:6].[NH:12]([CH2:16][CH2:17][OH:18])[CH2:13][CH2:14][OH:15]>CN(C)C(=O)C>[F:11][C:8]1[CH:7]=[C:4]([CH:3]=[C:2]([F:1])[C:9]=1[N:12]([CH2:16][CH2:17][OH:18])[CH2:13][CH2:14][OH:15])[C:5]#[N:6]. Reported procedure: A solution of 3,4,5-trifluorobenzonitrile (5 g, 32 mmol) and diethanolamine (6 ml, 85 mmol) in N,N-dimethylacetamide was stirred for 10 days. The solvent was then evaporated, the residue partitioned between CH2Cl2 (200 ml) and H2O (200 ml), the organic layer dried (MgSO4) and evaporated to dryness. The residue was chromatographed using CH2Cl2-EtOAc as eluent to give, after recrystallization from toluene, 2.7 g (35%) of pure white crystals: mp 63-65° C.; 1H NMR δ3.33 (t, 4H, NCH2, J=6 Hz), 3.48 (... Reactants: ClC=1C(=NC=CC1)NN (3-Chloro-2-hydrazinylpyridine), C(C)OC=C(C#N)C#N (2-(ethoxymethylene)malononitrile). Run in CO (MeOH). Reaction conditions: temperature 0 celsius, time 2 hour. The product is NC1=C(C=NN1C1=NC=CC=C1Cl)C#N (5-amino-1-(3-chloropyridin-2-yl)-1H-pyrazole-4-carbonitrile). The yield is 99.9%. Reaction SMILES: [Cl:1][C:2]1[C:3]([NH:8][NH2:9])=[N:4][CH:5]=[CH:6][CH:7]=1.C(O[CH:13]=[C:14]([C:17]#[N:18])[C:15]#[N:16])C>CO>[NH2:18][C:17]1[N:8]([C:3]2[C:2]([Cl:1])=[CH:7][CH:6]=[CH:5][N:4]=2)[N:9]=[CH:13][C:14]=1[C:15]#[N:16]. Reported procedure: 3-Chloro-2-hydrazinylpyridine (CAS 22841-92-5) (19.1 g, 133.03 mmol) was suspended in MeOH (200 mL) under nitrogen at −5° C. 2-(ethoxymethylene)malononitrile (CAS 123-06-8) (16.25 g, 133.03 mmol) was added portionwise and the resulting mixture stirred at ˜0° C. for 2 hours. The reaction mixture was heated to reflux for 2 hours then cooled and evaporated to provide 5-amino-1-(3-chloropyridin-2-yl)-1H-pyrazole-4-carbonitrile (29.2 g). 1H NMR (400 MHz, DMSO-d6) δ 6.87 (2H, s), 7.61 (1H, dd), 7.79 (... Starting materials: CN(C)C=O, C(=NC1CCCCC1)=NC1CCCCC1, Cl, NCC(=O)O, Nc1ccc(Cl)cc1C(=NCCO)c1ccccc1F, C1CCOC1, O. Product: NCC(=O)Nc1ccc(Cl)cc1C(=NCCO)c1ccccc1F. RXN SMILES: [CH3:42][N:43]([CH3:44])[CH:45]=[O:46].[CH:1]1([N:2]=[C:3]=[N:4][CH:5]2[CH2:6][CH2:7][CH2:8][CH2:9][CH2:10]2)[CH2:11][CH2:12][CH2:13][CH2:14][CH2:15]1.[ClH:16].[NH2:17][CH2:18][C:19](=[O:20])[OH:21].[NH2:22][c:23]1[c:24]([C:25]([c:26]2[c:27]([F:32])[cH:28][cH:29][cH:30][cH:31]2)=[N:33][CH2:34][CH2:35][OH:36])[cH:37][c:38]([Cl:41])[cH:39][cH:40]1.[O:48]1[CH2:49][CH2:50][CH2:51][CH2:52]1.[OH2:47]>>[NH2:17][CH2:18][C:19](=[O:20])[NH:22][c:23]1[c:24]([C:25]([c:26]2[c:27]([F:32])[cH:28][cH:29][cH:30][cH:31]2)=[N:33][CH2:34][CH2:35][OH:36])[cH:37][c:38]([Cl:41])[cH:39][cH:40]1. Starting materials: COC(C1=CC(=CC=C1)CN1CCC(CC1)C1=CN(C2=NC=CC=C21)CCOC)=O (3-{4-[1-(2-methoxyethyl)-1H-pyrrolo[2,3-b]pyridin-3-yl]-piperidin-1-ylmethyl}-benzoic acid methyl ester), [OH-].[Na+] (sodium hydroxide). Solvent: C(C)O (ethyl alcohol). Run at time 20 hour. Product: COCCN1C=C(C=2C1=NC=CC2)C2CCN(CC2)CC=2C=C(C(=O)O)C=CC2 (3-{4-[1-(2-methoxyethyl)-1H-pyrrolo[2,3-b]pyridin-3-yl]piperidin-1-ylmethyl}benzoic acid). RXN SMILES: C[O:2][C:3](=[O:30])[C:4]1[CH:9]=[CH:8][CH:7]=[C:6]([CH2:10][N:11]2[CH2:16][CH2:15][CH:14]([C:17]3[C:25]4[C:20](=[N:21][CH:22]=[CH:23][CH:24]=4)[N:19]([CH2:26][CH2:27][O:28][CH3:29])[CH:18]=3)[CH2:13][CH2:12]2)[CH:5]=1.[OH-].[Na+]>C(O)C>[CH3:29][O:28][CH2:27][CH2:26][N:19]1[C:20]2=[N:21][CH:22]=[CH:23][CH:24]=[C:25]2[C:17]([CH:14]2[CH2:15][CH2:16][N:11]([CH2:10][C:6]3[CH:5]=[C:4]([CH:9]=[CH:8][CH:7]=3)[C:3]([OH:30])=[O:2])[CH2:12][CH2:13]2)=[CH:18]1 |f:1.2|. Reported procedure: 0.66 g (1.62 mmol) of 3-{4-[1-(2-methoxyethyl)-1H-pyrrolo[2,3-b]pyridin-3-yl]-piperidin-1-ylmethyl}-benzoic acid methyl ester were dissolved in 0.8 ml of ethyl alcohol and 2.43 ml of 2 N sodium hydroxide were added. After stirring at room temperature for 20 hours, the solvent was evaporated under reduced pressure and the residue dissolved in water. The mixture was neutralised with 2 N hydrochloric acid and extracted twice with dichlormethane. The organic phase was washed with water and brine, dr... The reactants are BrCCCCCCOc1ccc(C2=NCCO2)cc1, [Li]CCCC, Cc1cc(C)on1, CCCCCC, CC(C)NC(C)C, C1CCOC1, O. Product: Cc1cc(CCCCCCCOc2ccc(C3=NCCO3)cc2)on1. As a reaction SMILES: [Br:20][CH2:21][CH2:22][CH2:23][CH2:24][CH2:25][CH2:26][O:27][c:28]1[cH:29][cH:30][c:31]([C:34]2=[N:38][CH2:37][CH2:36][O:35]2)[cH:32][cH:33]1.[CH2:8]([Li:9])[CH2:10][CH2:11][CH3:12].[CH3:13][c:14]1[n:15][o:16][c:17]([CH3:19])[cH:18]1.[CH3:44][CH2:45][CH2:46][CH2:47][CH2:48][CH3:49].[CH:1]([NH:2][CH:3]([CH3:4])[CH3:5])([CH3:6])[CH3:7].[O:39]1[CH2:40][CH2:41][CH2:42][CH2:43]1.[OH2:50]>>[CH3:13][c:14]1[n:15][o:16][c:17]([CH2:19][CH2:21][CH2:22][CH2:23][CH2:24][CH2:25][CH2:26][O:27][c:28]2[cH:29][cH:30][c:31]([C:34]3=[N:38][CH2:37][CH2:36][O:35]3)[cH:32][cH:33]2)[cH:18]1.